From a dataset of the Open Reaction Database (ORD), a public repository of structured organic reaction records. describe an organic reaction: reactants, conditions, products, and yield Starting materials: NC1C(C(N(C(N1CCC)=O)C)=O)=NC1=CC=C(C=C1)C#N (6-Amino-3-methyl-5-(4-cyanophenyl)imino-1-n-propyluracil), C(OC)COC (glyme), CC(C)OC(=O)/N=N/C(=O)OC(C)C (diisopropylazodicarboxylate). The product is CN1C(=O)N(C=2N=C(NC2C1=O)C1=CC=C(C=C1)C#N)CCC (1-methyl-8-(4-cyanophenyl)-3-n-propylxanthine). Reaction SMILES: [NH2:1][CH:2]1[N:7]([CH2:8][CH2:9][CH3:10])[C:6](=[O:11])[N:5]([CH3:12])[C:4](=[O:13])[C:3]1=[N:14][C:15]1[CH:20]=[CH:19][C:18](C#N)=[CH:17][CH:16]=1.CC(OC(/[N:29]=N/C(OC(C)C)=O)=O)C.[CH2:37]([CH2:40]OC)OC>>[CH3:12][N:5]1[C:4](=[O:13])[C:3]2[NH:14][C:15]([C:20]3[CH:19]=[CH:18][C:17]([C:16]#[N:29])=[CH:40][CH:37]=3)=[N:1][C:2]=2[N:7]([CH2:8][CH2:9][CH3:10])[C:6]1=[O:11]. Procedure details: 6-Amino-3-methyl-5-(4-cyanophenyl)imino-1-n-propyluracil (5.00 g, 17.4 mmol) is dissolved in 75 ml of glyme and 4.2 ml (21.4 mmol) of diisopropylazodicarboxylate is added. The solution is then brought to reflux. The solution is refluxed 30 minutes and then filtered hot. The filter cake is washed with glyme (3×20 ml) and ether (3×30 ml) and airdried to give 1-methyl-8-(4-cyanophenyl)-3-n-propylxanthine. Starting materials: C=1C=CC2=C(C1)N=NN2O (HOBt), Cl.C(C)N=C=NCCCN(C)C (1-ethyl-3-(3-dimethylaminopropyl)carbodiimide hydrochloride), Cl.COC(CCN)=O (β-alanine methyl ester hydrochloride), CCN(C(C)C)C(C)C (DIPEA), ClC1=CC=C(C=C1)C=1N=C(SC1)N(C1=CC=C(C(=O)O)C=C1)CC1=CC=2CC3=CC=CC=C3C2C=C1 (4-[[4-(4-Chlorophenyl)thiazol-2-yl]-(9H-fluoren-2-ylmethyl)amino]benzoic acid). Run in C(Cl)Cl (DCM), C(Cl)Cl (DCM), CN(C)C=O (DMF). Run at time 1 hour. Yields the product COC(CCNC(C1=CC=C(C=C1)N(CC1=CC=2CC3=CC=CC=C3C2C=C1)C=1SC=C(N1)C1=CC=C(C=C1)Cl)=O)=O (3-{4-[[4-(4-chlorophenyl)thiazol-2-yl]-(9H-fluoren-2-ylmethyl)amino]benzoylamino}propionic acid methyl ester). The yield is 88.4%. As a reaction SMILES: [Cl:1][C:2]1[CH:7]=[CH:6][C:5]([C:8]2[N:9]=[C:10]([N:13]([CH2:23][C:24]3[CH:36]=[CH:35][C:34]4[C:33]5[C:28](=[CH:29][CH:30]=[CH:31][CH:32]=5)[CH2:27][C:26]=4[CH:25]=3)[C:14]3[CH:22]=[CH:21][C:17]([C:18]([OH:20])=O)=[CH:16][CH:15]=3)[S:11][CH:12]=2)=[CH:4][CH:3]=1.C1C=CC2N(O)N=NC=2C=1.Cl.C(N=C=NCCCN(C)C)C.Cl.[CH3:60][O:61][C:62](=[O:66])[CH2:63][CH2:64][NH2:65].CCN(C(C)C)C(C)C>C(Cl)Cl.CN(C=O)C>[CH3:60][O:61][C:62](=[O:66])[CH2:63][CH2:64][NH:65][C:18](=[O:20])[C:17]1[CH:21]=[CH:22][C:14]([N:13]([C:10]2[S:11][CH:12]=[C:8]([C:5]3[CH:6]=[CH:7][C:2]([Cl:1])=[CH:3][CH:4]=3)[N:9]=2)[CH2:23][C:24]2[CH:36]=[CH:35][C:34]3[C:33]4[C:28](=[CH:29][CH:30]=[CH:31][CH:32]=4)[CH2:27][C:26]=3[CH:25]=2)=[CH:15][CH:16]=1 |f:2.3,4.5|. Reported procedure: 4-[[4-(4-Chlorophenyl)thiazol-2-yl]-(9H-fluoren-2-ylmethyl)amino]benzoic acid (300 mg; 0.59 mmol) was suspended in a mixture of DCM (4 mL) and DMF (4 mL). HOBt (88 mg; 0.64 mmol) and 1-ethyl-3-(3-dimethylaminopropyl)carbodiimide hydrochloride (128 mg; 0.64 mmol) were added. The mixture was stirred for 1 hour to give a clear solution. Then, β-alanine methyl ester hydrochloride (67 mg, 0.64 mmol) and DIPEA (350 μL) were added. The mixture was stirred at room temperature for 16 hours, then diluted ... The reactants are NC1=NC(=CC=C1)N (2,6-diaminopyridine), CN(C)C=O (DMF), O (H2O), C(CCl)Cl (EDC), C(C)(=O)N1C(C(N(CC2=C1C=CC(=C2)C(=O)O)C)=O)CC(=O)OC (methyl (±)-1-acetyl-7-carboxy-4-methyl-3-oxo-2,3,4,5-tetrahydro-1H-1,4-benzodiazepine-2-acetate), CN(C)C=O (DMF). Conditions: time 18 hour. The product is C=1C=CC2=C(C1)N=NN2O (HOBT). The yield is 70.0%. Reaction SMILES: [OH2:1].C(Cl)CCl.C(N1C2C=CC(C(O)=O)=CC=2C[N:12]([CH3:23])C(=O)C1CC(OC)=O)(=O)C.N[C:31]1[CH:36]=[CH:35][CH:34]=[C:33]([NH2:37])N=1.C[N:39](C=O)C>>[CH:35]1[CH:36]=[CH:31][C:23]2[N:12]([OH:1])[N:39]=[N:37][C:33]=2[CH:34]=1. Procedure: H2O (0.54 g, 3.6 mmol) and EDC (0.686 g, 3.6 mmol) were added to a solution of methyl (±)-1-acetyl-7-carboxy-4-methyl-3-oxo-2,3,4,5-tetrahydro-1H-1,4-benzodiazepine-2-acetate (1.0 g, 3 mmol) in dry DMF (15 mL). After 1 h the reaction solution was added dropwise to a solution of 2,6-diaminopyridine (0.326 g, 3.0 mmol) in dry DMF (20 mL). The reaction solution was stirred for 18 h, then was concentrated. Chromatography (silica gel, 9:1 CH2Cl2/MeOH) gave the title compound (0.9 g, 70%): 1H NMR (400... Starting materials: ClC1=CC=C(C=C1)C1(N=C(N(C1(C)C1=CC=C(C=C1)Cl)C(=O)Cl)C1=C(C=C(C=C1)C(C)(C)OC)OCC)C (4,5-Bis-(4-chloro-phenyl)-2-[2-ethoxy-4-(1-methoxy-1-methyl-ethyl)-phenyl]-4,5-dimethyl-4,5-dihydro-imidazole-1-carbonyl chloride), Cl.Cl.N1(CCNCC1)CC(=O)N (2-piperazin-1-yl-acetamide dihydrochloride). The product is ClC1=CC=C(C=C1)[C@@]1(N=C(N([C@]1(C)C1=CC=C(C=C1)Cl)C(=O)N1CCN(CC1)CC(=O)N)C1=C(C=C(C=C1)C(C)(C)OC)OCC)C (2-(4-{(4S,5R)-4,5-Bis-(4-chloro-phenyl)-2-[2-ethoxy-4-(1-methoxy-1-methyl-ethyl)-phenyl]-4,5-dimethyl-4,5-dihydro-imidazole-1-carbonyl}-piperazin-1-yl)-acetamide). RXN SMILES: [Cl:1][C:2]1[CH:7]=[CH:6][C:5]([C:8]2([CH3:38])[C:12]([C:14]3[CH:19]=[CH:18][C:17]([Cl:20])=[CH:16][CH:15]=3)([CH3:13])[N:11]([C:21](Cl)=[O:22])[C:10]([C:24]3[CH:29]=[CH:28][C:27]([C:30]([O:33][CH3:34])([CH3:32])[CH3:31])=[CH:26][C:25]=3[O:35][CH2:36][CH3:37])=[N:9]2)=[CH:4][CH:3]=1.Cl.Cl.[N:41]1([CH2:47][C:48]([NH2:50])=[O:49])[CH2:46][CH2:45][NH:44][CH2:43][CH2:42]1>>[Cl:1][C:2]1[CH:7]=[CH:6][C:5]([C@@:8]2([CH3:38])[C@:12]([C:14]3[CH:19]=[CH:18][C:17]([Cl:20])=[CH:16][CH:15]=3)([CH3:13])[N:11]([C:21]([N:44]3[CH2:45][CH2:46][N:41]([CH2:47][C:48]([NH2:50])=[O:49])[CH2:42][CH2:43]3)=[O:22])[C:10]([C:24]3[CH:29]=[CH:28][C:27]([C:30]([O:33][CH3:34])([CH3:32])[CH3:31])=[CH:26][C:25]=3[O:35][CH2:36][CH3:37])=[N:9]2)=[CH:4][CH:3]=1 |f:1.2.3|. Procedure: In a manner analogous to the method described in example 5, 4,5-Bis-(4-chloro-phenyl)-2-[2-ethoxy-4-(1-methoxy-1-methyl-ethyl)-phenyl]-4,5-dimethyl-4,5-dihydro-imidazole-1-carbonyl chloride was reacted with 2-piperazin-1-yl-acetamide dihydrochloride (Matrix Scientific) to give the title compound as a racemic mixture. The enantiomers were then separated by supercritical fluid chromatography (Berger Instrument Multi-Gram II, Daicel ChiralPak OD-H 3×25 cm, 35° C. at 100 bar, eluting with 30% methan... The reactants are Cc1cccc(C)c1NC(=O)CN1CCN(CC(O)COC2Cc3ccccc3C2)CC1, COc1ccccc1CO, CC(C)O. Product: COc1ccccc1COCC(O)CN1CCN(CC(=O)Nc2c(C)cccc2C)CC1. Reaction SMILES: [CH3:1][c:2]1[c:3]([NH:9][C:10]([CH2:11][N:12]2[CH2:13][CH2:14][N:15]([CH2:18][CH:19]([CH2:20][O:21][CH:22]3[CH2:23][c:24]4[c:25]([cH:26][cH:27][cH:28][cH:29]4)[CH2:30]3)[OH:31])[CH2:16][CH2:17]2)=[O:32])[c:4]([CH3:8])[cH:5][cH:6][cH:7]1.[CH3:33][O:34][c:35]1[c:36]([CH2:37][OH:38])[cH:39][cH:40][cH:41][cH:42]1.[CH3:43][CH:44]([OH:45])[CH3:46]>>[CH3:1][c:2]1[c:3]([NH:9][C:10]([CH2:11][N:12]2[CH2:13][CH2:14][N:15]([CH2:18][CH:19]([CH2:20][O:21][CH2:22][c:36]3[c:35]([O:34][CH3:33])[cH:42][cH:41][cH:40][cH:39]3)[OH:31])[CH2:16][CH2:17]2)=[O:32])[c:4]([CH3:8])[cH:5][cH:6][cH:7]1. Reactants: O.O.O.O.O.O.O.O.O.O.S(=O)(=O)([O-])[O-].[Na+].[Na+] (sodium sulfate decahydrate), [H-].[Al+3].[Li+].[H-].[H-].[H-] (lithium aluminium hydride), [N+](=O)([O-])C1=CC=C(C=C1)C1(CCOCC1)C(=O)OCC (ethyl 4-(4-nitrophenyl)tetrahydro-2H-pyran-4-carboxylate). Run in O1CCCC1 (tetrahydrofuran), O1CCCC1 (tetrahydrofuran). Conditions: temperature 0 celsius, time 1 hour. Product: [N+](=O)([O-])C1=CC=C(C=C1)C1(CCOCC1)CO ((4-(4-nitrophenyl)tetrahydro-2H-pyran-4-yl)methanol). The yield is 38.8%. Reaction SMILES: [H-].[Al+3].[Li+].[H-].[H-].[H-].[N+:7]([C:10]1[CH:15]=[CH:14][C:13]([C:16]2([C:22](OCC)=[O:23])[CH2:21][CH2:20][O:19][CH2:18][CH2:17]2)=[CH:12][CH:11]=1)([O-:9])=[O:8].O.O.O.O.O.O.O.O.O.O.S([O-])([O-])(=O)=O.[Na+].[Na+]>O1CCCC1>[N+:7]([C:10]1[CH:15]=[CH:14][C:13]([C:16]2([CH2:22][OH:23])[CH2:21][CH2:20][O:19][CH2:18][CH2:17]2)=[CH:12][CH:11]=1)([O-:9])=[O:8] |f:0.1.2.3.4.5,7.8.9.10.11.12.13.14.15.16.17.18.19|. Procedure details: To a solution of lithium aluminium hydride (300 mg) in tetrahydrofuran (20 mL) was added dropwise a solution of ethyl 4-(4-nitrophenyl)tetrahydro-2H-pyran-4-carboxylate (1.0 g) obtained in Step A of Example 151 in tetrahydrofuran (10 mL) at −78° C., and the mixture was stirred at 0° C. for 1 hr. To the reaction mixture was added sodium sulfate decahydrate, and the mixture was stirred at room temperature for 2 hr. The insoluble substance was removed by filtration through Celite, and the solvent w... Reactants: ClC1=CC=C(C=C1)N(CCNC(C1=C(C=CC=C1)I)=O)C (N'-(4-chlorophenyl)-N-(2-iodobenzoyl)-N'-methylethylenediamine), O=P12OP3(=O)OP(=O)(O1)OP(=O)(O2)O3 (phosphorus pentoxide), P(=O)(Cl)(Cl)Cl (phosphorus oxychloride), ice water. Conditions: time 4 hour. Product: ClC=1C=CC2=C(C(=NCCN2C)C2=C(C=CC=C2)I)C1 (7-chloro-2,3-dihydro-5-(2-iodophenyl)-1-methyl-1H-1,4-benzodiazepine). The yield is 94.7%. Reaction SMILES: [Cl:1][C:2]1[CH:7]=[CH:6][C:5]([N:8]([CH3:21])[CH2:9][CH2:10][NH:11][C:12](=O)[C:13]2[CH:18]=[CH:17][CH:16]=[CH:15][C:14]=2[I:19])=[CH:4][CH:3]=1.O=P12OP3(OP(OP(O3)(O1)=O)(=O)O2)=O.P(Cl)(Cl)(Cl)=O>>[Cl:1][C:2]1[CH:7]=[CH:6][C:5]2[N:8]([CH3:21])[CH2:9][CH2:10][N:11]=[C:12]([C:13]3[CH:18]=[CH:17][CH:16]=[CH:15][C:14]=3[I:19])[C:4]=2[CH:3]=1. Reported procedure: After a mixture of 181 mg of N'-(4-chlorophenyl)-N-(2-iodobenzoyl)-N'-methylethylenediamine, 925 mg of phosphorus pentoxide and 4 ml of phosphorus oxychloride had been stirred at 115° C. to 120° C. for 4 hours, the reaction mixture was allowed to cool and poured into ice water to decompose an excess of the reagents. After having been washed with ether, the aqueous phase was alkalized with sodium carbonate and then extracted with ethyl acetate. After the organic phase had been washed with water, ...